Dataset: the Open Reaction Database (ORD), a public repository of structured organic reaction records. Task: describe an organic reaction: reactants, conditions, products, and yield Starting materials: FC(S(=O)(=O)OC1=CC(=C2OC=3C=CC(=CC3[C@@]3(C2=C1)N=C(OC3)N)C=3C(=NC=CC3)F)F)(F)F ((S)-2-amino-5′-fluoro-2′-(2-fluoropyridin-3-yl)-5H-spiro[oxazole-4,9′-xanthene]-7′-yl trifluoromethanesulfonate), CC(C)(C#C)O (2-methylbut-3-yn-2-ol), C(C)(C)NC(C)C (diisopropylamine). Reagents/catalysts: C=1C=CC(=CC1)[P](C=2C=CC=CC2)(C=3C=CC=CC3)[Pd]([P](C=4C=CC=CC4)(C=5C=CC=CC5)C=6C=CC=CC6)([P](C=7C=CC=CC7)(C=8C=CC=CC8)C=9C=CC=CC9)[P](C=1C=CC=CC1)(C=1C=CC=CC1)C=1C=CC=CC1 (tetrakis(triphenylphosphine)palladium(0)), [Cu]I (copper(i) iodide). The solvent is CN(C)C=O (DMF). Reaction conditions: temperature 85 celsius. Product: NC=1OC[C@]2(C3=CC(=CC(=C3OC=3C=CC(=CC23)C=2C(=NC=CC2)F)F)C#CC(C)(O)C)N1 ((S)-4-(2-amino-5′-fluoro-2′-(2-fluoropyridin-3-yl)-5H-spiro[oxazole-4,9′-xanthene]-7′-yl)-2-methylbut-3-yn-2-ol). RXN SMILES: FC(F)(F)S(O[C:7]1[CH:20]=[C:19]2[C:10]([O:11][C:12]3[CH:13]=[CH:14][C:15]([C:26]4[C:27]([F:32])=[N:28][CH:29]=[CH:30][CH:31]=4)=[CH:16][C:17]=3[C@:18]32[CH2:24][O:23][C:22]([NH2:25])=[N:21]3)=[C:9]([F:33])[CH:8]=1)(=O)=O.[CH3:36][C:37]([OH:41])([C:39]#[CH:40])[CH3:38].C(NC(C)C)(C)C>C1C=CC([P]([Pd]([P](C2C=CC=CC=2)(C2C=CC=CC=2)C2C=CC=CC=2)([P](C2C=CC=CC=2)(C2C=CC=CC=2)C2C=CC=CC=2)[P](C2C=CC=CC=2)(C2C=CC=CC=2)C2C=CC=CC=2)(C2C=CC=CC=2)C2C=CC=CC=2)=CC=1.[Cu]I.CN(C=O)C>[NH2:25][C:22]1[O:23][CH2:24][C@:18]2([N:21]=1)[C:17]1[CH:16]=[C:15]([C:26]3[C:27]([F:32])=[N:28][CH:29]=[CH:30][CH:31]=3)[CH:14]=[CH:13][C:12]=1[O:11][C:10]1[C:19]2=[CH:20][C:7]([C:40]#[C:39][C:37]([CH3:38])([OH:41])[CH3:36])=[CH:8][C:9]=1[F:33] |^1:52,54,73,92|. Reported procedure: A 15 ml resealable tube was charged with (S)-2-amino-5′-fluoro-2′-(2-fluoropyridin-3-yl)-5H-spiro[oxazole-4,9′-xanthene]-7′-yl trifluoromethanesulfonate (300 mg, 0.584 mmol), tetrakis(triphenylphosphine)palladium(0) (67.5 mg, 0.058 mmol), copper(i) iodide (11.13 mg, 0.058 mmol), DMF (2922 μL), 2-methylbut-3-yn-2-ol (114 μL, 1.169 mmol) and diisopropylamine (416 μL, 2.92 mmol). The mixture was capped with argon, sealed and heated at 85° C. for 1 hr. Concentration and purification of the crude res... The reactants are O=C(O)c1cc2cc(F)ccc2n1Cc1cccc(F)c1, Cc1cc(N)cnc1N(C)C. Yields the product Cc1cc(NC(=O)c2cc3cc(F)ccc3n2Cc2cccc(F)c2)cnc1N(C)C. As a reaction SMILES: [F:1][c:2]1[cH:3][c:4]2[cH:5][c:6]([C:19](=[O:20])[OH:21])[n:7]([CH2:11][c:12]3[cH:13][c:14]([F:18])[cH:15][cH:16][cH:17]3)[c:8]2[cH:9][cH:10]1.[NH2:22][c:23]1[cH:24][n:25][c:26]([N:30]([CH3:31])[CH3:32])[c:27]([CH3:29])[cH:28]1>>[F:1][c:2]1[cH:3][c:4]2[cH:5][c:6]([C:19](=[O:21])[NH:22][c:23]3[cH:24][n:25][c:26]([N:30]([CH3:31])[CH3:32])[c:27]([CH3:29])[cH:28]3)[n:7]([CH2:11][c:12]3[cH:13][c:14]([F:18])[cH:15][cH:16][cH:17]3)[c:8]2[cH:9][cH:10]1. Starting materials: ClC1=CC=C2CC(NC2=C1)=O (6-chlorooxindole), ClC=1C=C(CBr)C=CC1 (3-chlorobenzyl bromide), [I-].[K+] (potassium iodide), C([O-])([O-])=O.[K+].[K+] (potassium carbonate). Run in CC(=O)C (acetone), C(C)(=O)OCC (ethyl acetate). Reaction conditions: temperature 60 celsius. Product: ClC1=CC=C2C(C(NC2=C1)=O)(CC1=CC(=CC=C1)Cl)CC1=CC(=CC=C1)Cl (6-chloro-3,3-bis-(3-chlorobenzyl)-1,3-dihydro-indol-2-one). RXN SMILES: [Cl:1][C:2]1[CH:10]=[C:9]2[C:5]([CH2:6][C:7](=O)[NH:8]2)=[CH:4][CH:3]=1.[Cl:12][C:13]1[CH:14]=[C:15]([CH:18]=[CH:19][CH:20]=1)[CH2:16]Br.[I-].[K+].[C:23](=[O:26])([O-])[O-].[K+].[K+]>CC(C)=O.C(OCC)(=O)C>[Cl:1][C:2]1[CH:10]=[C:9]2[C:5]([C:6]([CH2:7][C:4]3[CH:5]=[CH:9][CH:10]=[C:2]([Cl:1])[CH:3]=3)([CH2:16][C:15]3[CH:18]=[CH:19][CH:20]=[C:13]([Cl:12])[CH:14]=3)[C:23](=[O:26])[NH:8]2)=[CH:4][CH:3]=1 |f:2.3,4.5.6|. Procedure: A mixture of 6-chlorooxindole (0.42 g, 2.5 mmol) (Crescent), 3-chlorobenzyl bromide (1.13 g, 5.5 mmol) (Aldrich), potassium iodide (1.04 g, 6.25 mmol) and potassium carbonate (1.04 g, 7.5 mmol) in acetone (10 mL) was heated at 60° C. for 20 hours in a sealed tube. After cooling, mixture was diluted with ethyl acetate (50 mL) and extracted with water (50 mL) and brine (50 mL). Aqueous layers were back washed with ethyl acetate (50 mL). Organic layers were combined, dried (MgSO4), filtered and con... The reactants are Cl.NO (hydroxylamine hydrochloride), C([O-])([O-])=O.[Na+].[Na+] (sodium carbonate), Cl.O1N=C(C2=C1C=CC=C2)CC(=N)N (1,2-benzisoxazole-3-acetamidine hydrochloride). The solvent is O (water), C(C)O (ethanol). Reaction conditions: temperature 80 celsius. Product: O1N=C(C2=C1C=CC=C2)CC(N)=NO (1,2-Benzisoxazole-3-acetamidoxime). The yield is 84.3%. Reaction SMILES: Cl.NO.C(=O)([O-])[O-:5].[Na+].[Na+].Cl.[O:11]1[C:15]2[CH:16]=[CH:17][CH:18]=[CH:19][C:14]=2[C:13]([CH2:20][C:21]([NH2:23])=[NH:22])=[N:12]1>O.C(O)C>[O:11]1[C:15]2[CH:16]=[CH:17][CH:18]=[CH:19][C:14]=2[C:13]([CH2:20][C:21](=[N:23][OH:5])[NH2:22])=[N:12]1 |f:0.1,2.3.4,5.6|. Procedure details: To a solution of hydroxylamine hydrochloride (0.17 g) and sodium carbonate (0.13 g) in water (5 ml) was added a solution of 1,2-benzisoxazole-3-acetamidine hydrochloride (0.21 g) in ethanol (10 ml) and the mixture was heated on water bath at 80°C for 1 hour. The solvent was distilled off under a reduced pressure and to the residue was added water. The mixture was made alkaline with sodium bicarbonate and the precipitated crystalline were separated by filtration, washed with water, dried and recr... The reactants are ClC1=NC=CC(=N1)N1C(C(CC1)(C#N)CC)=O (1-(2-chloropyrimidin-4-yl)-3-ethyl-2-oxopyrrolidine-3-carbonitrile). Solvent: CCCCCC.CC(C)O (hexane 2-propanol). The product is ClC1=NC=CC(=N1)N1C([C@](CC1)(C#N)CC)=O ((3R)-1-(2-chloropyrimidin-4-yl)-3-ethyl-2-oxopyrrolidine-3-carbonitrile). Yield: 44.9%. RXN SMILES: [Cl:1][C:2]1[N:7]=[C:6]([N:8]2[CH2:12][CH2:11][C:10]([CH2:15][CH3:16])([C:13]#[N:14])[C:9]2=[O:17])[CH:5]=[CH:4][N:3]=1>CCCCCC.CC(O)C>[Cl:1][C:2]1[N:7]=[C:6]([N:8]2[CH2:12][CH2:11][C@:10]([CH2:15][CH3:16])([C:13]#[N:14])[C:9]2=[O:17])[CH:5]=[CH:4][N:3]=1 |f:1.2|. Reported procedure: 1-(2-Chloropyrimidin-4-yl)-3-ethyl-2-oxopyrrolidine-3-carbonitrile (7.8 g) obtained in Step A of Example 2 was resolved by HPLC (column: CHIRALPAK IC, 50 mmID×500 mmL, manufactured by Daicel Chemical Industries, mobile phase: hexane/2-propanol=200/800) to give the title compound (3.5 g) having a shorter retention time. The product is O=C1N(C=CC=C1C1=CC=C(C=C1)NC(=O)NC1=C(C=CC=C1)C)CC1=CC=C(C=C1)CCC(=O)O (3-(4-{2-Oxo-3-[4-(3-o-tolyl-ureido)phenyl]-2H-pyridin-1-ylmethyl}phenyl)-propionic acid). Starting materials: C(C)OC(CCC1=CC=C(C=C1)CN1C(C(=CC=C1)C1=CC=C(C=C1)NC(=O)NC1=C(C=CC=C1)C)=O)=O (3-(4-{2-Oxo-3-[4-(3-o-tolyl-ureido)phenyl)2H-pyridin-1-ylmethyl}phenyl)propionic acid ethyl ester), [OH-].[Li+] (lithium hydroxide), Cl (hydrochloric acid). Procedure: 3-(4-{2-Oxo-3-[4-(3-o-tolyl-ureido)phenyl)2H-pyridin-1-ylmethyl}phenyl)propionic acid ethyl ester (P9, 55 mg, 0.11 mmol) and lithium hydroxide (50 mg, 2.5 mmol) were stirred at 60° C. for 30 minutes in tetrahydrofuran (5 mL) and water (5 mL). The reaction mixture was acidified to pH 1 with 1 N aqueous hydrochloric acid and extracted with ethyl acetate. The organic layer was dried (anhydrous magnesium sulfate) and evaporated to dryness to afford the title compound as a solid. As a reaction SMILES: C([O:3][C:4](=[O:38])[CH2:5][CH2:6][C:7]1[CH:12]=[CH:11][C:10]([CH2:13][N:14]2[CH:19]=[CH:18][CH:17]=[C:16]([C:20]3[CH:25]=[CH:24][C:23]([NH:26][C:27]([NH:29][C:30]4[CH:35]=[CH:34][CH:33]=[CH:32][C:31]=4[CH3:36])=[O:28])=[CH:22][CH:21]=3)[C:15]2=[O:37])=[CH:9][CH:8]=1)C.[OH-].[Li+].Cl>O1CCCC1.O>[O:37]=[C:15]1[C:16]([C:20]2[CH:25]=[CH:24][C:23]([NH:26][C:27]([NH:29][C:30]3[CH:35]=[CH:34][CH:33]=[CH:32][C:31]=3[CH3:36])=[O:28])=[CH:22][CH:21]=2)=[CH:17][CH:18]=[CH:19][N:14]1[CH2:13][C:10]1[CH:11]=[CH:12][C:7]([CH2:6][CH2:5][C:4]([OH:38])=[O:3])=[CH:8][CH:9]=1 |f:1.2|. Run in O (water), O1CCCC1 (tetrahydrofuran).